From a dataset of the Open Reaction Database (ORD), a public repository of structured organic reaction records. describe an organic reaction: reactants, conditions, products, and yield Starting materials: C1=CC2=C(C=C1C=O)OCO2 (piperonal), CC(=O)C1=CC(=C(C(=C1)OC)OC)OC (3,4,5-trimethoxyacetophenone), [OH-].[Na+] (NaOH). The solvent is CO (methanol). Conditions: time 18 hour. Product: C1OC=2C=C(C=CC2O1)\C=C\C(=O)C1=CC(=C(C(=C1)OC)OC)OC ((E)-1-(3,4-Methylenedioxyphenyl)-3-(3,4,5-trimethoxyphenyl)prop-1-en-3-one). RXN SMILES: [CH:1]1[C:6]([CH:7]=O)=[CH:5][C:4]2[O:9][CH2:10][O:11][C:3]=2[CH:2]=1.[CH3:12][C:13]([C:15]1[CH:20]=[C:19]([O:21][CH3:22])[C:18]([O:23][CH3:24])=[C:17]([O:25][CH3:26])[CH:16]=1)=[O:14].[OH-].[Na+]>CO>[CH2:10]1[O:11][C:3]2[CH:2]=[CH:1][C:6](/[CH:7]=[CH:12]/[C:13]([C:15]3[CH:16]=[C:17]([O:25][CH3:26])[C:18]([O:23][CH3:24])=[C:19]([O:21][CH3:22])[CH:20]=3)=[O:14])=[CH:5][C:4]=2[O:9]1 |f:2.3|. Procedure details: To a stirred solution of piperonal (1.13 g, 7.5 mmol) and 3,4,5-trimethoxyacetophenone (1.58 g, 7.5 mmol) in methanol (15 ml) was added aqueous NaOH (6 ml, 50% w/v) and the mixture stirred for 18 h. The resultant solid was collected by filtration and recrystallised from methanol (100 ml) as pale yellow crystals (1.98 g, 77%): mp 135° C.; 1H NMR δ (CDCl3) 3.92 (3H, s, OCH3), 3.93 (6H, s, OCH3), 6.01 (2H, s, CH2), 6.83 (1H, d, J=8.0 Hz, H-5), 7.11 (1H, dd, J=1.6, 8.0 Hz, H-6), 7.15 (1H, d, J=1.6 H... Starting materials: C1(=CC=CC=C1)S(=O)(=O)N (benzenesulfonic acid amide), [H-].[Na+] (sodium hydride), O (Water), Cl.ClC1=C(CN2C(=NC3=C2C=C(C=C3)CCl)C)C=CC=C1 (1-(2-chlorobenzyl)-6-chloromethyl-2-methylbenzimidazole hydrochloride). Solvent: CN(C=O)C (N,N-dimethylformamide). Reaction conditions: time 1 hour. Product: C1(=CC=CC=C1)S(=O)(=O)NCC=1C=CC2=C(N(C(=N2)C)CC2=C(C=CC=C2)Cl)C1 (6-benzenesulfonylaminomethyl-1-(2-chlorobenzyl)-2-methylbenzimidazole). Isolated yield 29.7%. As a reaction SMILES: [C:1]1([S:7]([NH2:10])(=[O:9])=[O:8])[CH:6]=[CH:5][CH:4]=[CH:3][CH:2]=1.[H-].[Na+].Cl.[Cl:14][C:15]1[CH:33]=[CH:32][CH:31]=[CH:30][C:16]=1[CH2:17][N:18]1[C:22]2[CH:23]=[C:24]([CH2:27]Cl)[CH:25]=[CH:26][C:21]=2[N:20]=[C:19]1[CH3:29].O>CN(C)C=O>[C:1]1([S:7]([NH:10][CH2:27][C:24]2[CH:25]=[CH:26][C:21]3[N:20]=[C:19]([CH3:29])[N:18]([CH2:17][C:16]4[CH:30]=[CH:31][CH:32]=[CH:33][C:15]=4[Cl:14])[C:22]=3[CH:23]=2)(=[O:9])=[O:8])[CH:6]=[CH:5][CH:4]=[CH:3][CH:2]=1 |f:1.2,3.4|. Procedure: To a solution of 0.667 g of benzenesulfonic acid amide in 5 ml of N,N-dimethylformamide were added 0.127 g of 60% sodium hydride at room temperature, and the mixture was stirred for 1 hour. Further, 0.648 g of 1-(2-chlorobenzyl)-6-chloromethyl-2-methylbenzimidazole hydrochloride were added thereto, and the mixture was stirred at room temperature for 18 hours. Water was added to the reaction solution to stop the reaction, and the solvent was distilled off under reduced pressure. The residue was e... The reactants are Br, CC(=O)O, Cc1cc2cccnc2[nH]1, [Na+], N#C[S-]. Yields the product Cc1[nH]c2ncccc2c1SC#N. RXN SMILES: [Br:15].[CH3:16][C:17](=[O:18])[OH:19].[CH3:1][c:2]1[cH:3][c:4]2[c:5]([n:6][cH:7][cH:8][cH:9]2)[nH:10]1.[Na+:11].[S-:12][C:13]#[N:14]>>[CH3:1][c:2]1[c:3]([S:12][C:13]#[N:14])[c:4]2[c:5]([n:6][cH:7][cH:8][cH:9]2)[nH:10]1. As a reaction SMILES: C([O:8][C:9]1[C:14]([C:15]([CH3:18])([CH3:17])[CH3:16])=[CH:13][CH:12]=[CH:11][C:10]=1[C:19]([C:33]1[CH:38]=[CH:37][CH:36]=[CH:35][CH:34]=1)([C:21]1[CH:26]=[CH:25][CH:24]=[C:23]([C:27]2[CH:32]=[CH:31][CH:30]=[CH:29][N:28]=2)[CH:22]=1)O)C1C=CC=CC=1>C(#N)C.[PH2](O)=O>[C:15]([C:14]1[CH:13]=[CH:12][CH:11]=[C:10]([CH:19]([C:33]2[CH:38]=[CH:37][CH:36]=[CH:35][CH:34]=2)[C:21]2[CH:26]=[CH:25][CH:24]=[C:23]([C:27]3[CH:32]=[CH:31][CH:30]=[CH:29][N:28]=3)[CH:22]=2)[C:9]=1[OH:8])([CH3:18])([CH3:16])[CH3:17]. Product: C(C)(C)(C)C1=C(C(=CC=C1)C(C1=CC(=CC=C1)C1=NC=CC=C1)C1=CC=CC=C1)O (2-tert-Butyl-6-(phenyl(3-(pyridin-2-yl)phenyl)methyl)phenol). Run in C(C)#N (acetonitrile), [PH2](=O)O (hypophosphorous acid). Reported procedure: A solution of 6 (1.12 g, 2.24 mmol) in acetonitrile (15 mL) and 50% aqueous hypophosphorous acid (10 mL) was kept at reflux for 3 hr. The acetonitrile was removed in vacuo, the residue was diluted with water (80 mL) and extracted with ethyl acetate (150 mL). The organic phase was washed with water (100 mL), saturated sodium bicarbonate (100 mL) and water (2×100 mL), dried over sodium sulfate and filtered. The solvent was removed on a rotary evaporator. The crude product was purified by chromatog... The yield is 19.3%. Reactants: C(C1=CC=CC=C1)OC1=C(C=CC=C1C(C)(C)C)C(O)(C1=CC(=CC=C1)C1=NC=CC=C1)C1=CC=CC=C1 ((2-(Benzyloxy)-3-tert-butylphenyl)(phenyl)(3-(pyridin-2-yl)phenyl)methanol). The reactants are Brc1cncc(Br)c1, CO, C[O-], [Na+], [Na], CN(C)C=O. Product: COc1cncc(Br)c1. RXN SMILES: [Br:7][c:8]1[cH:9][n:10][cH:11][c:12]([Br:13])[cH:14]1.[CH3:1][OH:2].[CH3:4][O-:5].[Na+:6].[Na:3].[O:15]=[CH:16][N:17]([CH3:18])[CH3:19]>>[CH3:1][O:2][c:12]1[cH:11][n:10][cH:9][c:8]([Br:7])[cH:14]1. The reactants are O (water), C(C1=CC=CC=C1)OC([C@H]1N(CCC1)C(CCCCC1=CC=CC=C1)=O)=O (N-(5-phenylpentanoyl)-L-proline benzyl ester). The reagents and catalysts are [Pd] (Pd-C). The solvent is CO (methanol). Run at time 2 hour. Product: C1(=CC=CC=C1)CCCCC(=O)N1[C@H](C(=O)O)CCC1 (N-(5-phenylpentanoyl)-L-proline). Isolated yield 96.1%. Reaction SMILES: O.C([O:9][C:10](=[O:28])[C@@H:11]1[CH2:15][CH2:14][CH2:13][N:12]1[C:16](=[O:27])[CH2:17][CH2:18][CH2:19][CH2:20][C:21]1[CH:26]=[CH:25][CH:24]=[CH:23][CH:22]=1)C1C=CC=CC=1>[Pd].CO>[C:21]1([CH2:20][CH2:19][CH2:18][CH2:17][C:16]([N:12]2[CH2:13][CH2:14][CH2:15][C@H:11]2[C:10]([OH:28])=[O:9])=[O:27])[CH:22]=[CH:23][CH:24]=[CH:25][CH:26]=1. Procedure: 10% Pd-C (1.40 g) was added to a 1% water-containing methanol solution (150 ml) of N-(5-phenylpentanoyl)-L-proline benzyl ester (13.87 g), and the mixture was stirred under a hydrogen atmosphere at room temperature for two hours. After the catalyst was filtered off, the filtrate was concentrated to obtain N-(5-phenylpentanoyl)-L-proline (10.04 g). Reactants: ClCCl, COc1ccc(CN2CCN(CC3(C)Cn4cc([N+](=O)[O-])nc4O3)C2=O)c(OC)c1, [Na+], O=C(O)C(F)(F)F, O=C([O-])O. RXN SMILES: [CH2:43]([Cl:44])[Cl:45].[CH3:1][O:2][c:3]1[cH:4][c:5]([O:25][CH3:26])[cH:27][cH:28][c:29]1[CH2:30][N:6]1[C:7](=[O:24])[N:8]([CH2:11][C:12]2([CH3:23])[CH2:13][n:14]3[c:15]([n:17][c:18]([N+:20](=[O:21])[O-:22])[cH:19]3)[O:16]2)[CH2:9][CH2:10]1.[Na+:38].[OH:31][C:32]([C:33]([F:34])([F:35])[F:36])=[O:37].[OH:39][C:40](=[O:41])[O-:42]>>[NH:6]1[C:7](=[O:24])[N:8]([CH2:11][C:12]2([CH3:23])[CH2:13][n:14]3[c:15]([n:17][c:18]([N+:20](=[O:21])[O-:22])[cH:19]3)[O:16]2)[CH2:9][CH2:10]1. Yields the product CC1(CN2CCNC2=O)Cn2cc([N+](=O)[O-])nc2O1.